The task is: describe an organic reaction: reactants, conditions, products, and yield. This data is from the Open Reaction Database (ORD), a public repository of structured organic reaction records. The reactants are CS(=O)(=O)NC1=C2C=CN(C2=CC=C1)CC(=O)OC (methyl 2-(4-(methylsulfonamido)-1H-indol-1-yl)acetate), C(=O)([O-])[O-].[K+].[K+] (K2CO3), Cl.ClCCN1CCOCC1 (4-(2-chloroethyl)-morpholine hydrochloride). Run in CC#N (CH3CN). Yields the product O1CCN(CC1)CCN(S(=O)(=O)C)C1=C2C=CN(C2=CC=C1)CC(=O)OC (methyl 2-(4-(N-(2-morpholinoethyl)-methylsulfonamido)-1H-indol-1-yl)acetate). The yield is 77.1%. As a reaction SMILES: [CH3:1][S:2]([NH:5][C:6]1[CH:14]=[CH:13][CH:12]=[C:11]2[C:7]=1[CH:8]=[CH:9][N:10]2[CH2:15][C:16]([O:18][CH3:19])=[O:17])(=[O:4])=[O:3].C([O-])([O-])=O.[K+].[K+].Cl.Cl[CH2:28][CH2:29][N:30]1[CH2:35][CH2:34][O:33][CH2:32][CH2:31]1>CC#N>[O:33]1[CH2:34][CH2:35][N:30]([CH2:29][CH2:28][N:5]([C:6]2[CH:14]=[CH:13][CH:12]=[C:11]3[C:7]=2[CH:8]=[CH:9][N:10]3[CH2:15][C:16]([O:18][CH3:19])=[O:17])[S:2]([CH3:1])(=[O:3])=[O:4])[CH2:31][CH2:32]1 |f:1.2.3,4.5|. Reported procedure: To a solution of methyl 2-(4-(methylsulfonamido)-1H-indol-1-yl)acetate (1.0 g, 3.54 mmol) (prepared in an analogous manner as described Example 15, Scheme 15, Steps 1, 2, 3) in CH3CN (30 ml), K2CO3 (0.734 g, 5.31 mmol) and 4-(2-chloroethyl)-morpholine hydrochloride (0.989 g, 5.31 mmol) were added, and the resulting mixture heated to reflux for 3 hours. The insoluble inorganic salts were filtered off and the filtrate was evaporated to dryness affording methyl 2-(4-(N-(2-morpholinoethyl)-methylsul... As a reaction SMILES: [BH3:19].[O:20]1[CH2:21][CH2:22][CH2:23][CH2:24]1.[cH:1]1[cH:2][c:3]([C:10]([CH2:11][CH2:12][C:13](=[O:14])[O:15][CH2:16][CH3:17])=[O:18])[n:4]2[cH:5][cH:6][cH:7][cH:8][c:9]12>>[cH:1]1[cH:2][c:3]([CH2:10][CH2:11][CH2:12][C:13](=[O:14])[O:15][CH2:16][CH3:17])[n:4]2[cH:5][cH:6][cH:7][cH:8][c:9]12. The product is CCOC(=O)CCCc1ccc2ccccn12. Starting materials: B, C1CCOC1, CCOC(=O)CCC(=O)c1ccc2ccccn12. Reactants: CS(=O)(=O)c1nccc(-n2cnc3ccccc32)n1, NCc1ccccn1. Yields the product c1ccc(CNc2nccc(-n3cnc4ccccc43)n2)nc1. RXN SMILES: [CH3:1][S:2](=[O:3])(=[O:4])[c:5]1[n:6][cH:7][cH:8][c:9](-[n:11]2[cH:12][n:13][c:14]3[c:15]2[cH:16][cH:17][cH:18][cH:19]3)[n:10]1.[NH2:20][CH2:21][c:22]1[n:23][cH:24][cH:25][cH:26][cH:27]1>>[c:5]1([NH:20][CH2:21][c:22]2[n:23][cH:24][cH:25][cH:26][cH:27]2)[n:6][cH:7][cH:8][c:9](-[n:11]2[cH:12][n:13][c:14]3[c:15]2[cH:16][cH:17][cH:18][cH:19]3)[n:10]1. Reported procedure: The compound N-(hydroxymethyl)benzamide is prepared in 84% yield from benzamide and formaldehyde using the procedure described by Monti, Gazz. Chim., 50: 39 (1930). The product is OCNC(C1=CC=CC=C1)=O (N-(hydroxymethyl)benzamide). Reactants: C(C1=CC=CC=C1)(=O)N (benzamide), C=O (formaldehyde). RXN SMILES: [C:1]([NH2:9])(=[O:8])[C:2]1[CH:7]=[CH:6][CH:5]=[CH:4][CH:3]=1.[CH2:10]=[O:11]>>[OH:11][CH2:10][NH:9][C:1](=[O:8])[C:2]1[CH:7]=[CH:6][CH:5]=[CH:4][CH:3]=1. The yield is 84.0%. Starting materials: O=C1N(CCN1CCCOC1=C(C2=C(C(=NO2)C(F)(F)F)C=C1)CCC)C(C(=O)OC)C (methyl 2-[2-oxo-3-(3-{[7-propyl-3-(trifluoromethyl)-1,2-benzisoxazol-6-yl]oxy}propyl)imidazolidin-1-yl]propanoate), Cl (HCl), Example 40, [OH-].[Na+] (NaOH). Solvent: CO (MeOH). Reaction conditions: time 8 hour. Product: O=C1N(CCN1CCCOC1=C(C2=C(C(=NO2)C(F)(F)F)C=C1)CCC)C(C(=O)O)C (2-[2-oxo-3-(3-{[7-propyl-3-(trifluoromethyl)-1,2-benzisoxazol-6-yl]oxy}propyl)imidazolidin-1-yl]propanoic acid). Reaction SMILES: [O:1]=[C:2]1[N:6]([CH2:7][CH2:8][CH2:9][O:10][C:11]2[CH:23]=[CH:22][C:14]3[C:15]([C:18]([F:21])([F:20])[F:19])=[N:16][O:17][C:13]=3[C:12]=2[CH2:24][CH2:25][CH3:26])[CH2:5][CH2:4][N:3]1[CH:27]([CH3:32])[C:28]([O:30]C)=[O:29].[OH-].[Na+].Cl>CO>[O:1]=[C:2]1[N:6]([CH2:7][CH2:8][CH2:9][O:10][C:11]2[CH:23]=[CH:22][C:14]3[C:15]([C:18]([F:21])([F:20])[F:19])=[N:16][O:17][C:13]=3[C:12]=2[CH2:24][CH2:25][CH3:26])[CH2:5][CH2:4][N:3]1[CH:27]([CH3:32])[C:28]([OH:30])=[O:29] |f:1.2|. Reported procedure: To a MeOH solution (0.6 mL) of methyl 2-[2-oxo-3-(3-{[7-propyl-3-(trifluoromethyl)-1,2-benzisoxazol-6-yl]oxy}propyl)imidazolidin-1-yl]propanoate as prepared in Example 40 (17.6 mg, 0.039 mmol), was added NaOH (0.6 mL, 0.154 mmol) and the mixture stirred at room temperature overnight. The reaction mixture was neutralized with 1N HCl and purified by preparative HPLC and the title compound was obtained. Reaction SMILES: [Cl:1][C:2]1[CH:7]=[CH:6][C:5]([C:8]([OH:35])([C:29]2[N:30]([CH3:34])[CH:31]=[N:32][CH:33]=2)[C:9]2[CH:10]=[C:11]3[C:16](=[CH:17][CH:18]=2)[N:15]([CH3:19])[C:14](=[O:20])[CH:13]=[C:12]3[C:21]2[CH:22]=[C:23]([CH:26]=[CH:27][CH:28]=2)[CH:24]=O)=[CH:4][CH:3]=1.Cl.[CH2:37]([O:44][NH2:45])[C:38]1[CH:43]=[CH:42][CH:41]=[CH:40][CH:39]=1>C(Cl)Cl.CO>[CH2:37]([O:44][N:45]=[CH:24][C:23]1[CH:26]=[CH:27][CH:28]=[C:21]([C:12]2[C:11]3[C:16](=[CH:17][CH:18]=[C:9]([C:8]([C:5]4[CH:4]=[CH:3][C:2]([Cl:1])=[CH:7][CH:6]=4)([OH:35])[C:29]4[N:30]([CH3:34])[CH:31]=[N:32][CH:33]=4)[CH:10]=3)[N:15]([CH3:19])[C:14](=[O:20])[CH:13]=2)[CH:22]=1)[C:38]1[CH:43]=[CH:42][CH:41]=[CH:40][CH:39]=1 |f:1.2|. Starting materials: ClC1=CC=C(C=C1)C(C=1C=C2C(=CC(N(C2=CC1)C)=O)C=1C=C(C=O)C=CC1)(C=1N(C=NC1)C)O (3-{6-[(4-Chloro-phenyl)-hydroxy-(3-methyl-3H-imidazol-4-yl)-methyl]-1-methyl-2-oxo-1,2-dihydro-quinolin-4-yl}-benzaldehyde), Cl.C(C1=CC=CC=C1)ON (O-benzylhydroxylamine hydrochloride). The solvent is C(Cl)Cl (DCM), CO (MeOH). Product: C(C1=CC=CC=C1)ON=CC1=CC(=CC=C1)C1=CC(N(C2=CC=C(C=C12)C(C=1N(C=NC1)C)(O)C1=CC=C(C=C1)Cl)C)=O (3-{6-[(4-Chloro-phenyl)-hydroxy-(3-methyl-3H-imidazol-4-yl)-methyl]-1-methyl-2-oxo-1,2-dihydro-quinolin-4-yl}-benzaldehyde O-benzyl-oxime). Conditions: time 24 hour. Reported procedure: 3-{6-[(4-Chloro-phenyl)-hydroxy-(3-methyl-3H-imidazol-4-yl)-methyl]-1-methyl-2-oxo-1,2-dihydro-quinolin-4-yl}-benzaldehyde (202 mg, 0.418 mMol) was dissolved in a solution of DCM (2.0 mL) and MeOH (2.0 mL) under an atmosphere of dry N2. To this solution was added O-benzylhydroxylamine hydrochloride (66.8 mg, 418 mMol) and the mixture was stirred for 24 hours at ambient temperature. The reaction mixture was concentrated under vacuum and was purified by radial chromatography eluting with MeOH/EtOA... Reactants: COC(=O)c1ccc(CBr)cc1, C1COCCN1, CN(C)C=O. The product is COC(=O)c1ccc(CN2CCOCC2)cc1. As a reaction SMILES: [Br:1][CH2:2][c:3]1[cH:4][cH:5][c:6]([C:7](=[O:8])[O:9][CH3:10])[cH:11][cH:12]1.[CH2:13]1[CH2:14][O:15][CH2:16][CH2:17][NH:18]1.[CH3:19][N:20]([CH3:21])[CH:22]=[O:23]>>[CH2:2]([c:3]1[cH:4][cH:5][c:6]([C:7](=[O:8])[O:9][CH3:10])[cH:11][cH:12]1)[N:18]1[CH2:13][CH2:14][O:15][CH2:16][CH2:17]1. The reactants are ClC=1N=C(C2=C(N1)OCC(O2)C2CC2)N2CCOCC2 (2-chloro-6-cyclopropyl-4-morpholin-4-yl-6,7-dihydro-[1,4]dioxino[2,3-d]pyrimidine), CC1(OB(OC1(C)C)C=1C=NC(=NC1)N)C (5-(4,4,5,5-tetramethyl-[1,3,2]dioxaborolan-2-yl)-pyrimidin-2-ylamine), C([O-])([O-])=O.[Na+].[Na+] (sodium carbonate). Reagents/catalysts: Cl[Pd]([P](C1=CC=CC=C1)(C2=CC=CC=C2)C3=CC=CC=C3)([P](C4=CC=CC=C4)(C5=CC=CC=C5)C6=CC=CC=C6)Cl (Pd(PPh3)2Cl2). The solvent is C(C)#N (acetonitrile). Run at temperature 120 celsius. Product: C1(CC1)C1OC2=C(N=C(N=C2N2CCOCC2)C=2C=NC(=NC2)N)OC1 (5-(6-cyclopropyl-4-morpholino-6,7-dihydro-[1,4]dioxino[2,3-d]pyrimidin-2-yl)pyrimidin-2-amine). Isolated yield 9.2%. RXN SMILES: Cl[C:2]1[N:3]=[C:4]([N:15]2[CH2:20][CH2:19][O:18][CH2:17][CH2:16]2)[C:5]2[O:11][CH:10]([CH:12]3[CH2:14][CH2:13]3)[CH2:9][O:8][C:6]=2[N:7]=1.CC1(C)C(C)(C)OB([C:29]2[CH:30]=[N:31][C:32]([NH2:35])=[N:33][CH:34]=2)O1.C(=O)([O-])[O-].[Na+].[Na+]>Cl[Pd](Cl)([P](C1C=CC=CC=1)(C1C=CC=CC=1)C1C=CC=CC=1)[P](C1C=CC=CC=1)(C1C=CC=CC=1)C1C=CC=CC=1.C(#N)C>[CH:12]1([CH:10]2[CH2:9][O:8][C:6]3[N:7]=[C:2]([C:29]4[CH:30]=[N:31][C:32]([NH2:35])=[N:33][CH:34]=4)[N:3]=[C:4]([N:15]4[CH2:20][CH2:19][O:18][CH2:17][CH2:16]4)[C:5]=3[O:11]2)[CH2:14][CH2:13]1 |f:2.3.4,^1:45,64|. Procedure details: A microwave vial was charged with 2-chloro-6-cyclopropyl-4-morpholin-4-yl-6,7-dihydro-[1,4]dioxino[2,3-d]pyrimidine (191 mg, 0.64 mmol), 5-(4,4,5,5-tetramethyl-[1,3,2]dioxaborolan-2-yl)-pyrimidin-2-ylamine (283 mg, 1.28 mmol), Pd(PPh3)2Cl2 (45 mg, 0.06 mmol), sodium carbonate (2.11 mL, 2.11 mmol, 1M aqueous solution) and acetonitrile (2.5 mL). The vessel was sealed then evacuated and refilled with argon (×3) before being heated at 120° C. for 30 minutes using microwave irradiation. The reaction ... The reactants are CCOP(=O)(COCCn1cnc2c(=O)[nH]c(N)nc21)OCC, Cl, [Na+], [OH-]. Product: CCOP(=O)(O)COCCn1cnc2c(=O)[nH]c(N)nc21. Reaction SMILES: [CH2:1]([CH3:2])[O:3][P:4](=[O:5])([O:6][CH2:7][CH3:8])[CH2:9][O:10][CH2:11][CH2:12][n:13]1[c:14]2[n:15][c:16]([NH2:23])[nH:17][c:18](=[O:22])[c:19]2[n:20][cH:21]1.[ClH:24].[Na+:26].[OH-:25]>>[CH2:1]([CH3:2])[O:3][P:4](=[O:5])([OH:6])[CH2:9][O:10][CH2:11][CH2:12][n:13]1[c:14]2[n:15][c:16]([NH2:23])[nH:17][c:18](=[O:22])[c:19]2[n:20][cH:21]1. Starting materials: FC1=CC=C(C=C1)C=1C=CC=2N=C(N=C(C2N1)OCCOC)N (6-(4-fluoro-phenyl)-4-(2-methoxy-ethoxy)-pyrido[3,2-d]pyrimidin-2-ylamine), COCCO (2-methoxy-ethanol). The product is NC=1N=C(C2=C(N1)C=CC(=N2)C2=CC=C(C=C2)F)O[C@H]2COCC2 (2-amino-4-[3(R)-tetrahydrofuranyloxy]-6-(4-fluorophenyl)-pyrido(3,2-d) pyrimidine). As a reaction SMILES: [F:1][C:2]1[CH:7]=[CH:6][C:5]([C:8]2[CH:9]=[CH:10][C:11]3[N:12]=[C:13]([NH2:23])[N:14]=[C:15]([O:18][CH2:19][CH2:20][O:21][CH3:22])[C:16]=3[N:17]=2)=[CH:4][CH:3]=1.[CH3:24]OCCO>>[NH2:23][C:13]1[N:14]=[C:15]([O:18][C@@H:19]2[CH2:24][CH2:22][O:21][CH2:20]2)[C:16]2[N:17]=[C:8]([C:5]3[CH:6]=[CH:7][C:2]([F:1])=[CH:3][CH:4]=3)[CH:9]=[CH:10][C:11]=2[N:12]=1. Procedure: 6-(4-fluoro-phenyl)-4-(2-methoxy-ethoxy)-pyrido[3,2-d]pyrimidin-2-ylamine (example 23) was obtained from 2-methoxy-ethanol; MS (m/z): 315 ([M+H]+, 100).